From a dataset of the Open Reaction Database (ORD), a public repository of structured organic reaction records. describe an organic reaction: reactants, conditions, products, and yield Conditions: time 22 hour. Product: ClC=1C=C2C(=NC1C1=CC=C(C=C1)C1=CC=CC=C1)N=C(N2)O[C@H]2[C@@H]1[C@H](OC2)C2(C(NC(N2)=O)=O)CO1 ((3R,3aS,6aR)-3-[[6-chloro-5-(4-phenylphenyl)-1H-imidazo[4,5-b]pyridin-2-yl]oxy]spiro[3,3a,5,6a-tetrahydro-2H-furo[3,2-b]furan-6,5′-imidazolidine]-2′,4′-dione). Reactants: ClC=1C=C2C(=NC1C1=CC=C(C=C1)C1=CC=CC=C1)N=C(N2)O[C@H]2[C@@H]1[C@H](OC2)C(CO1)=O ((3R,3aR,6aS)-3-[[6-chloro-5-(4-phenylphenyl)-1H-imidazo[4,5-b]pyridin-2-yl]oxy]-2,3,3a,6a-tetrahydrofuro[3,2-b]furan-6-one), C([O-])([O-])=O.[NH4+].[NH4+] (ammonium carbonate), [C-]#N.[K+] (potassium cyanide), CO (methanol). Solvent: CS(=O)C (dimethylsulfoxide). RXN SMILES: [Cl:1][C:2]1[CH:3]=[C:4]2[NH:22][C:21]([O:23][C@@H:24]3[CH2:28][O:27][C@@H:26]4[C:29](=O)[CH2:30][O:31][C@H:25]34)=[N:20][C:5]2=[N:6][C:7]=1[C:8]1[CH:13]=[CH:12][C:11]([C:14]2[CH:19]=[CH:18][CH:17]=[CH:16][CH:15]=2)=[CH:10][CH:9]=1.[C:33](=[O:36])([O-])[O-].[NH4+:37].[NH4+:38].[C-]#N.[K+].[CH3:42][OH:43]>CS(C)=O>[Cl:1][C:2]1[CH:3]=[C:4]2[NH:22][C:21]([O:23][C@@H:24]3[CH2:28][O:27][C@@H:26]4[C:29]5([CH2:30][O:31][C@H:25]34)[NH:38][C:42](=[O:43])[NH:37][C:33]5=[O:36])=[N:20][C:5]2=[N:6][C:7]=1[C:8]1[CH:9]=[CH:10][C:11]([C:14]2[CH:19]=[CH:18][CH:17]=[CH:16][CH:15]=2)=[CH:12][CH:13]=1 |f:1.2.3,4.5|. Reported procedure: A mixture of (3R,3aR,6aS)-3-[[6-chloro-5-(4-phenylphenyl)-1H-imidazo[4,5-b]pyridin-2-yl]oxy]-2,3,3a,6a-tetrahydrofuro[3,2-b]furan-6-one (91 mg, 0.203 mmol), ammonium carbonate (39.0 mg, 0.406 mmol) and potassium cyanide (14.6 mg, 0.224 mmol) in methanol (0.4 ml) was stirred at room temperature for 22 hours. The mixture was placed in a 40 degree oil bath for an additional 23 hours. Then the reaction mixture was partitioned between ethyl acetate (30 mL) and water (20 mL), washed with brine (1×5 mL... Reactants: COCC(O[Si](C)(C)C(C)(C)C)C(=O)O, Cc1nsc(N)n1, CC(C)=C(Cl)N(C)C, ClCCl, O=C(O)CC(O)(CC(=O)O)C(=O)O, c1ccncc1. Yields the product COCC(O[Si](C)(C)C(C)(C)C)C(=O)Nc1nc(C)ns1. Reaction SMILES: [C:9]([CH3:10])([CH3:11])([CH3:12])[Si:13]([O:14][CH:15]([C:16](=[O:17])[OH:18])[CH2:19][O:20][CH3:21])([CH3:22])[CH3:23].[CH3:30][c:31]1[n:32][s:33][c:34]([NH2:36])[n:35]1.[Cl:1][C:2]([N:3]([CH3:4])[CH3:5])=[C:6]([CH3:7])[CH3:8].[Cl:50][CH2:51][Cl:52].[OH:37][C:38]([CH2:39][C:40]([C:41](=[O:42])[OH:43])([CH2:44][C:45](=[O:46])[OH:47])[OH:48])=[O:49].[cH:24]1[cH:25][cH:26][n:27][cH:28][cH:29]1>>[C:9]([CH3:10])([CH3:11])([CH3:12])[Si:13]([O:14][CH:15]([C:16](=[O:18])[NH:36][c:34]1[s:33][n:32][c:31]([CH3:30])[n:35]1)[CH2:19][O:20][CH3:21])([CH3:22])[CH3:23]. The reactants are CC(=O)O, CCOCC, CNC(=O)C(NC(=O)C(CCCc1ccccc1)C(C)N(C=O)OC1CCCCO1)C(C)(C)C, ClCCl, O. Yields the product CNC(=O)C(NC(=O)C(CCCc1ccccc1)C(C)N(O)C=O)C(C)(C)C. Reaction SMILES: [C:44]([OH:45])(=[O:46])[CH3:47].[CH2:35]([O:36][CH2:37][CH3:38])[CH3:39].[CH3:1][C:2]([CH:3]([C:4]([NH:5][CH3:6])=[O:7])[NH:8][C:9]([CH:10]([CH:11]([CH3:12])[N:13]([O:14][CH:15]1[CH2:16][CH2:17][CH2:18][CH2:19][O:20]1)[CH:21]=[O:22])[CH2:23][CH2:24][CH2:25][c:26]1[cH:27][cH:28][cH:29][cH:30][cH:31]1)=[O:32])([CH3:33])[CH3:34].[Cl:40][CH2:41][Cl:42].[OH2:43]>>[CH3:1][C:2]([CH:3]([C:4]([NH:5][CH3:6])=[O:7])[NH:8][C:9]([CH:10]([CH:11]([CH3:12])[N:13]([OH:14])[CH:21]=[O:22])[CH2:23][CH2:24][CH2:25][c:26]1[cH:27][cH:28][cH:29][cH:30][cH:31]1)=[O:32])([CH3:33])[CH3:34]. Starting materials: O=C([O-])O, CCOC(C)=O, CC(=O)Cl, CCCCCC, COc1ccc(CCNc2c(C)c(C)c3c(c2C)C(c2ccc(C(C)C)cc2)C(C)(C)O3)cc1, [Na+]. The product is COc1ccc(CCN(C(C)=O)c2c(C)c(C)c3c(c2C)C(c2ccc(C(C)C)cc2)C(C)(C)O3)cc1. Reaction SMILES: [C:39](=[O:40])([O-:41])[OH:42].[C:44]([O:45][CH2:46][CH3:47])(=[O:48])[CH3:49].[CH3:35][C:36]([Cl:37])=[O:38].[CH3:50][CH2:51][CH2:52][CH2:53][CH2:54][CH3:55].[CH:1]([CH3:2])([CH3:3])[c:4]1[cH:5][cH:6][c:7]([CH:10]2[C:11]([CH3:33])([CH3:34])[O:12][c:13]3[c:14]2[c:15]([CH3:32])[c:16]([NH:21][CH2:22][CH2:23][c:24]2[cH:25][cH:26][c:27]([O:30][CH3:31])[cH:28][cH:29]2)[c:17]([CH3:20])[c:18]3[CH3:19])[cH:8][cH:9]1.[Na+:43]>>[CH:1]([CH3:2])([CH3:3])[c:4]1[cH:5][cH:6][c:7]([CH:10]2[C:11]([CH3:33])([CH3:34])[O:12][c:13]3[c:14]2[c:15]([CH3:32])[c:16]([N:21]([CH2:22][CH2:23][c:24]2[cH:25][cH:26][c:27]([O:30][CH3:31])[cH:28][cH:29]2)[C:36]([CH3:35])=[O:38])[c:17]([CH3:20])[c:18]3[CH3:19])[cH:8][cH:9]1. Solvent: C(C)OCC (diethyl ether), CO (methanol). The reactants are NC1CN(CC1)C1=NC=C(C=N1)NC1=C(C=NC2=CC=C(C=C12)C1=CC(=C(C(=C1)F)O)Cl)C(=O)C1CC1 ((4-(2-(3-aminopyrrolidin-1-yl)pyrimidin-5-ylamino)-6-(3-chloro-5-fluoro-4-hydroxyphenyl)quinolin-3-yl)(cyclopropyl)methanone), Cl (HCl). Procedure details: (4-(2-(3-aminopyrrolidin-1-yl)pyrimidin-5-ylamino)-6-(3-chloro-5-fluoro-4-hydroxyphenyl)quinolin-3-yl)(cyclopropyl)methanone (30 mg, 0.06 mmol) was suspended in methanol (1 mL) at 0° C. followed by dropwise addition of HCl in diethyl ether (2 M) until complete dissolution of the solid was observed. The solvent was removed under reduced pressure to afford the desired product (33 mg, 92%) as a yellow-orange solid: 1H NMR (500 MHz, MeOD) δ 9.31 (br s, 1H), 8.45 (s, 2H), 8.23-8.14 (m, 2H), 8.02 (d, ... Yield: 198.0%. Yields the product Cl.NC1CN(CC1)C1=NC=C(C=N1)NC1=C(C=NC2=CC=C(C=C12)C1=CC(=C(C(=C1)F)O)Cl)C(=O)C1CC1 ((4-(2-(3-aminopyrrolidin-1-yl)pyrimidin-5-ylamino)-6-(3-chloro-5-fluoro-4-hydroxyphenyl) quinolin-3-yl)(cyclopropyl)methanone hydrochloride). Reaction SMILES: [NH2:1][CH:2]1[CH2:6][CH2:5][N:4]([C:7]2[N:12]=[CH:11][C:10]([NH:13][C:14]3[C:23]4[C:18](=[CH:19][CH:20]=[C:21]([C:24]5[CH:29]=[C:28]([F:30])[C:27]([OH:31])=[C:26]([Cl:32])[CH:25]=5)[CH:22]=4)[N:17]=[CH:16][C:15]=3[C:33]([CH:35]3[CH2:37][CH2:36]3)=[O:34])=[CH:9][N:8]=2)[CH2:3]1.Cl>CO.C(OCC)C>[ClH:32].[NH2:1][CH:2]1[CH2:6][CH2:5][N:4]([C:7]2[N:8]=[CH:9][C:10]([NH:13][C:14]3[C:23]4[C:18](=[CH:19][CH:20]=[C:21]([C:24]5[CH:29]=[C:28]([F:30])[C:27]([OH:31])=[C:26]([Cl:32])[CH:25]=5)[CH:22]=4)[N:17]=[CH:16][C:15]=3[C:33]([CH:35]3[CH2:36][CH2:37]3)=[O:34])=[CH:11][N:12]=2)[CH2:3]1 |f:4.5|. Reactants: CC1=NC=CC(=C1)B(O)O ((2-methylpyridin-4-yl)boronic acid), C([O-])([O-])=O.[K+].[K+] (potassium carbonate), C1(CCCCC1)P(C1CCCCC1)C1CCCCC1 (tricyclohexylphosphine), ClC1=C(N=C(N=N1)C1=NN(C2=NC=CC=C21)CC2=C(C=CC=C2)F)N (6-chloro-3-[1-(2-fluorobenzyl)-1H-pyrazolo[3,4-b]pyridin-3-yl]-1,2,4-triazine-5-amine). Reagents/catalysts: C1=CC=C(C=C1)P([C-]2C=CC=C2)C3=CC=CC=C3.C1=CC=C(C=C1)P([C-]2C=CC=C2)C3=CC=CC=C3.Cl[Pd]Cl.[Fe+2] (1,1′-bis(diphenylphosphino)ferrocenepalladium(II) chloride), C1=CC=C(C=C1)P([C-]2C=CC=C2)C3=CC=CC=C3.C1=CC=C(C=C1)P([C-]2C=CC=C2)C3=CC=CC=C3.Cl[Pd]Cl.[Fe+2] (1,1′-bis(diphenylphosphino)ferrocenepalladium(II) chloride). Solvent: O1CCOCC1 (dioxane). Reaction conditions: time 10 minute. Yields the product FC1=C(CN2N=C(C=3C2=NC=CC3)C=3N=NC(=C(N3)N)C3=CC(=NC=C3)C)C=CC=C1 (3-[1-(2-Fluorobenzyl)-1H-pyrazolo[3,4-b]pyridin-3-yl]-6-(2-methylpyridin-4-yl)-1,2,4-triazine-5-amine). Reaction SMILES: Cl[C:2]1[N:7]=[N:6][C:5]([C:8]2[C:16]3[C:11](=[N:12][CH:13]=[CH:14][CH:15]=3)[N:10]([CH2:17][C:18]3[CH:23]=[CH:22][CH:21]=[CH:20][C:19]=3[F:24])[N:9]=2)=[N:4][C:3]=1[NH2:25].[CH3:26][C:27]1[CH:32]=[C:31](B(O)O)[CH:30]=[CH:29][N:28]=1.C(=O)([O-])[O-].[K+].[K+].C1(P(C2CCCCC2)C2CCCCC2)CCCCC1>O1CCOCC1.C1C=CC(P(C2C=CC=CC=2)[C-]2C=CC=C2)=CC=1.C1C=CC(P(C2C=CC=CC=2)[C-]2C=CC=C2)=CC=1.Cl[Pd]Cl.[Fe+2]>[F:24][C:19]1[CH:20]=[CH:21][CH:22]=[CH:23][C:18]=1[CH2:17][N:10]1[C:11]2=[N:12][CH:13]=[CH:14][CH:15]=[C:16]2[C:8]([C:5]2[N:6]=[N:7][C:2]([C:31]3[CH:30]=[CH:29][N:28]=[C:27]([CH3:26])[CH:32]=3)=[C:3]([NH2:25])[N:4]=2)=[N:9]1 |f:2.3.4,7.8.9.10|. Reported procedure: Under an argon atmosphere, 140 mg (purity 65%, 0.256 mmol) of 6-chloro-3-[1-(2-fluorobenzyl)-1H-pyrazolo[3,4-b]pyridin-3-yl]-1,2,4-triazine-5-amine were suspended in 5 ml of absolute dioxane. 105 mg (0.767 mmol) of (2-methylpyridin-4-yl)boronic acid, 1.023 ml (1.023 mmol) of 1N aqueous potassium carbonate solution and 14 mg (0.051 mmol) of tricyclohexylphosphine were added and argon was passed through the suspension for 10 min with stirring. Then, 28 mg (0.038 mmol) of 1,1′-bis(diphenylphosphino...